Dataset: the Open Reaction Database (ORD), a public repository of structured organic reaction records. Task: describe an organic reaction: reactants, conditions, products, and yield Yields the product O[C@H]([C@H](C(=O)N(C)OC)C)CC ((2R,3S)-3-hydroxy-N-methoxy-N,2-dimethylpentanamide). Reactants: C1(=CC=CC=C1)C.C[Al](C)C (trimethylaluminum toluene), C1CCOC1 (THF), Cl.CNOC (N,O-dimethylhydroxyamine hydrochloride), C(C1=CC=CC=C1)[C@H]1N(C(OC1)=O)C([C@@H]([C@H](CC)O)C)=O ((4R)-4-benzyl-3-[(2R,3S)-3-hydroxy-2-methylpentanoyl]-1,3-oxazolidin-2-one). RXN SMILES: C1(C)C=CC=CC=1.C[Al](C)C.C1C[O:15][CH2:14]C1.Cl.CNOC.C([C@@H]1CO[C:31](=O)[N:30]1[C:35](=[O:42])[C@H:36]([CH3:41])[C@@H:37]([OH:40])[CH2:38][CH3:39])C1C=CC=CC=1>ClCCl.C1COCC1.ClCCl>[OH:40][C@@H:37]([CH2:38][CH3:39])[C@@H:36]([CH3:41])[C:35]([N:30]([O:15][CH3:14])[CH3:31])=[O:42] |f:0.1,3.4,7.8|. Reported procedure: 2M trimethylaluminum toluene solution (90 ml, 180 mmol) was added to a THF (180 ml) solution of N,O-dimethylhydroxyamine hydrochloride (18.3 g, 187.6 mmol) at −10° C. under stirring. After the reaction solution was warmed to 0° C. and stirred for 10 minutes, it was warmed to room temperature and further stirred for 30 minutes. The reaction solution was cooled to −10° C. again, and a THF-dichloromethane solution (4:5, 180 ml) of (4R)-4-benzyl-3-[(2R,3S)-3-hydroxy-2-methylpentanoyl]-1,3-oxazolidin... Conditions: temperature 0 celsius. The solvent is ClCCl (dichloromethane), C1CCOC1.ClCCl (THF dichloromethane). The reactants are solid, Cl.Cl.Cl.O1CCC=2C(=NC=CC21)N2CCN(CC2)CC[C@@H]2CC[C@H](CC2)N (trans-4-{2-[4-(2,3-dihydrofuro[3,2-c]pyridin-4-yl)-piperazin-1-yl]-ethyl}-cyclohexanamine trihydrochloride), Cl.Cl.Cl.O1CCC=2C(=NC=CC21)N2CCN(CC2)CC[C@@H]2CC[C@H](CC2)N (trans-4-{2-[4-(2,3-dihydrofuro[3,2-c]pyridin-4-yl)-piperazin-1-yl]-ethyl}-cyclohexanamine trihydrochloride), FC1=CC=C(C(=O)O)C=C1 (4-fluorobenzoic acid). Product: O1CCC=2C(=NC=CC21)N2CCN(CC2)CC[C@@H]2CC[C@H](CC2)NC(C2=CC=C(C=C2)F)=O (trans-N-(4-{2-[4-(2,3-Dihydro-furo[3,2-c]pyridin-4-yl)-piperazin-1-yl]-ethyl}-cyclohexyl)-4-fluoro-benzamide). RXN SMILES: Cl.Cl.Cl.[O:4]1[C:12]2[CH:11]=[CH:10][N:9]=[C:8]([N:13]3[CH2:18][CH2:17][N:16]([CH2:19][CH2:20][C@H:21]4[CH2:26][CH2:25][C@H:24]([NH2:27])[CH2:23][CH2:22]4)[CH2:15][CH2:14]3)[C:7]=2[CH2:6][CH2:5]1.[F:28][C:29]1[CH:37]=[CH:36][C:32]([C:33](O)=[O:34])=[CH:31][CH:30]=1>>[O:4]1[C:12]2[CH:11]=[CH:10][N:9]=[C:8]([N:13]3[CH2:18][CH2:17][N:16]([CH2:19][CH2:20][C@H:21]4[CH2:26][CH2:25][C@H:24]([NH:27][C:33](=[O:34])[C:32]5[CH:36]=[CH:37][C:29]([F:28])=[CH:30][CH:31]=5)[CH2:23][CH2:22]4)[CH2:15][CH2:14]3)[C:7]=2[CH2:6][CH2:5]1 |f:0.1.2.3|. Procedure: The title compound, white solid (100 mg, 88%), MS (ISP) m/z=453.3 [(M+H)+], mp 209.5° C., was prepared in accordance with the general method of example 32 from trans-4-{2-[4-(2,3-dihydrofuro[3,2-c]pyridin-4-yl)-piperazin-1-yl]-ethyl}-cyclohexanamine trihydrochloride (intermediate C) (110 mg, 0.25 mmol) and 4-fluorobenzoic acid. The reactants are CO, [H][H], O=C(Nc1ccc(C2CCN(Cc3ccccc3)CC2)cc1)c1ccccc1-c1ccc(C(F)(F)F)cc1. Reaction SMILES: [CH3:41][OH:42].[H:39][H:40].[c:1]1([CH2:2][N:8]2[CH2:9][CH2:10][CH:11]([c:14]3[cH:15][cH:16][c:17]([NH:20][C:21](=[O:22])[c:23]4[c:24](-[c:29]5[cH:30][cH:31][c:32]([C:35]([F:36])([F:37])[F:38])[cH:33][cH:34]5)[cH:25][cH:26][cH:27][cH:28]4)[cH:18][cH:19]3)[CH2:12][CH2:13]2)[cH:3][cH:4][cH:5][cH:6][cH:7]1>>[NH:8]1[CH2:9][CH2:10][CH:11]([c:14]2[cH:15][cH:16][c:17]([NH:20][C:21](=[O:22])[c:23]3[c:24](-[c:29]4[cH:30][cH:31][c:32]([C:35]([F:36])([F:37])[F:38])[cH:33][cH:34]4)[cH:25][cH:26][cH:27][cH:28]3)[cH:18][cH:19]2)[CH2:12][CH2:13]1. The product is O=C(Nc1ccc(C2CCNCC2)cc1)c1ccccc1-c1ccc(C(F)(F)F)cc1.